From a dataset of the Open Reaction Database (ORD), a public repository of structured organic reaction records. describe an organic reaction: reactants, conditions, products, and yield Reactants: C(C1=CC=CC=C1)N1CC(CC1=O)C(=O)OC (Methyl 1-benzyl-5-oxo-3-pyrrolidinecarboxylate), N (ammonia), CO (methanol). Run at temperature 50 celsius, time 2 day. Yields the product C(C1=CC=CC=C1)N1CC(CC1=O)C(=O)N (1-benzyl-5-oxo-pyrrolidine-3-carboxylic acid amide). As a reaction SMILES: [CH2:1]([N:8]1[C:12](=[O:13])[CH2:11][CH:10]([C:14]([O:16]C)=O)[CH2:9]1)[C:2]1[CH:7]=[CH:6][CH:5]=[CH:4][CH:3]=1.[NH3:18].CO>>[CH2:1]([N:8]1[C:12](=[O:13])[CH2:11][CH:10]([C:14]([NH2:18])=[O:16])[CH2:9]1)[C:2]1[CH:7]=[CH:6][CH:5]=[CH:4][CH:3]=1. Procedure details: Methyl 1-benzyl-5-oxo-3-pyrrolidinecarboxylate (50 g, 0.21 mol) was stirred in a solution of ammonia in methanol (7 M, 400 mL, 2.8 mol). After 2 days, the solution was concentrated with heating (50° C.) to about 300 mL at which point all solids remained dissolved. The reaction was then allowed to cool down and the resulting solid was filtered, washed with ether and dried to give 1-benzyl-5-oxo-pyrrolidine-3-carboxylic acid amide as colorless crystals (40 g). The reactants are [BH4-], CO, [N-]=[N+]=Nc1cc(-c2cnco2)nc(Cl)c1Cl, [Na+]. Yields the product Nc1cc(-c2cnco2)nc(Cl)c1Cl. Reaction SMILES: [BH4-:1].[CH3:19][OH:20].[N:3](=[N+:4]=[N-:5])[c:6]1[c:7]([Cl:18])[c:8]([Cl:17])[n:9][c:10](-[c:12]2[cH:13][n:14][cH:15][o:16]2)[cH:11]1.[Na+:2]>>[NH2:3][c:6]1[c:7]([Cl:18])[c:8]([Cl:17])[n:9][c:10](-[c:12]2[cH:13][n:14][cH:15][o:16]2)[cH:11]1. Starting materials: CC#N, CN(C)C1CCN(Cc2cc3nc(Cl)nc(N4CCOCC4)c3s2)CC1, [Na+], [Na+], O=C([O-])[O-], Cl[Pd]Cl, c1ccc(P(c2ccccc2)c2ccccc2)cc1, c1ccc(P(c2ccccc2)c2ccccc2)cc1, OB(O)c1cccc2cnccc12. The product is CN(C)C1CCN(Cc2cc3nc(-c4cccc5cnccc45)nc(N4CCOCC4)c3s2)CC1. Reaction SMILES: [CH3:87][C:88]#[N:89].[Cl:1][c:2]1[n:3][c:4]([N:21]2[CH2:22][CH2:23][O:24][CH2:25][CH2:26]2)[c:5]2[c:6]([n:7]1)[cH:8][c:9]([CH2:11][N:12]1[CH2:13][CH2:14][CH:15]([N:18]([CH3:19])[CH3:20])[CH2:16][CH2:17]1)[s:10]2.[Na+:40].[Na+:41].[O-:42][C:43](=[O:44])[O-:45].[Pd:46]([Cl:47])[Cl:48].[c:49]1([P:50]([c:51]2[cH:52][cH:53][cH:54][cH:55][cH:56]2)[c:57]2[cH:58][cH:59][cH:60][cH:61][cH:62]2)[cH:63][cH:64][cH:65][cH:66][cH:67]1.[c:68]1([P:69]([c:70]2[cH:71][cH:72][cH:73][cH:74][cH:75]2)[c:76]2[cH:77][cH:78][cH:79][cH:80][cH:81]2)[cH:82][cH:83][cH:84][cH:85][cH:86]1.[cH:27]1[n:28][cH:29][cH:30][c:31]2[c:32]([B:37]([OH:38])[OH:39])[cH:33][cH:34][cH:35][c:36]12>>[c:2]1(-[c:32]2[c:31]3[cH:30][cH:29][n:28][cH:27][c:36]3[cH:35][cH:34][cH:33]2)[n:3][c:4]([N:21]2[CH2:22][CH2:23][O:24][CH2:25][CH2:26]2)[c:5]2[c:6]([n:7]1)[cH:8][c:9]([CH2:11][N:12]1[CH2:13][CH2:14][CH:15]([N:18]([CH3:19])[CH3:20])[CH2:16][CH2:17]1)[s:10]2. RXN SMILES: [CH2:1]([N:8]1[C:14](=[O:15])[C@H:13]2CCC[C@H]2[N:11]([C:19](=[O:22])[CH2:20]Br)[C:10]2[CH:23]=[CH:24][CH:25]=[CH:26][C:9]1=2)[C:2]1[CH:7]=[CH:6][CH:5]=[CH:4][CH:3]=1.[CH2:27]([NH2:35])[CH2:28][C:29]1[CH:34]=[CH:33][CH:32]=[CH:31][CH:30]=1>C(OCC)C>[CH2:5]([CH:6]1[CH:20]2[CH:1]([N:8]([C:14](=[O:15])[CH2:13][NH:35][CH2:27][CH2:28][C:29]3[CH:34]=[CH:33][CH:32]=[CH:31][CH:30]=3)[C:9]3[CH:26]=[CH:25][CH:24]=[CH:23][C:10]=3[NH:11][C:19]2=[O:22])[CH2:2][CH2:7]1)[C:4]1[CH:3]=[CH:4][CH:3]=[CH:2][CH:1]=1. Procedure details: Using (3aR*,10aS*)-9-benzyl-4-bromoacetyl-2,3,3a,4,9,10a-hexahydrobenzo[b]cyclopent[e][1,4]-diazepin-10(1H)-one and phenethylamine, the titled compound was synthesized in substantially the same manner as in Working Example 138 in a yield of 48%, m.p. 108°-109° C. (diethyl ether). Solvent: C(C)OCC (diethyl ether). Isolated yield 48.0%. Starting materials: C(C1=CC=CC=C1)N1C2=C(N([C@H]3[C@@H](C1=O)CCC3)C(CBr)=O)C=CC=C2 ((3aR*,10aS*)-9-benzyl-4-bromoacetyl-2,3,3a,4,9,10a-hexahydrobenzo[b]cyclopent[e][1,4]-diazepin-10(1H)-one), C(CC1=CC=CC=C1)N (phenethylamine). Product: C(C1=CC=CC=C1)C1CCC2N(C3=C(NC(C21)=O)C=CC=C3)C(CNCCC3=CC=CC=C3)=O (Benzyl-4-(phenethylaminoacetyl)-2,3,3a,4,9,10a-hexahydrobenzo[b]cyclopenta[e][1,4]-diazepin-10(1H)-one). Starting materials: O=C1c2ccccc2C(=O)c2c1cc1c(c2O)CCC(O)(C(=O)CBr)C1, CC(=O)[O-], CC(C)=O, [Na+]. The product is CC(=O)OCC(=O)C1(O)CCc2c(cc3c(c2O)C(=O)c2ccccc2C3=O)C1. As a reaction SMILES: [Br:1][CH2:2][C:3](=[O:4])[C:5]1([OH:26])[CH2:6][CH2:7][c:8]2[c:9]([OH:25])[c:10]3[c:19]([cH:20][c:21]2[CH2:22]1)[C:18](=[O:23])[c:17]1[c:12]([cH:13][cH:14][cH:15][cH:16]1)[C:11]3=[O:24].[CH3:28][C:29]([O-:30])=[O:31].[CH3:32][C:33](=[O:34])[CH3:35].[Na+:27]>>[CH2:2]([C:3](=[O:4])[C:5]1([OH:26])[CH2:6][CH2:7][c:8]2[c:9]([OH:25])[c:10]3[c:19]([cH:20][c:21]2[CH2:22]1)[C:18](=[O:23])[c:17]1[c:12]([cH:13][cH:14][cH:15][cH:16]1)[C:11]3=[O:24])[O:31][C:29]([CH3:28])=[O:30]. The reactants are O[C@@H](C(=O)N)C ((2R)-2-hydroxypropanamide), F[B-](F)(F)F.C(C)[O+](CC)CC (triethyloxonium tetrafluoroborate), NC=1C(=C2C(=NC1)C=CS2)N[C@@H]2CC[C@H](CC2)CO ({trans-4-[(6-aminothieno[3,2-b]pyridin-7-yl)amino]cyclohexyl}methanol). Solvent: O1CCCC1 (tetrahydrofuran), C(C)O (ethanol). Reaction conditions: time 2 hour. Product: OC[C@@H]1CC[C@H](CC1)N1C(=NC=2C1=C1C(=NC2)C=CS1)[C@@H](C)O ((1R)-1-{1-[trans-4-(Hydroxymethyl)cyclohexyl]-1H-imidazo[4,5-d]thieno[3,2-b]pyridin-2-yl}ethanol). Yield: 4.6%. RXN SMILES: [OH:1][C@H:2]([CH3:6])[C:3](N)=O.F[B-](F)(F)F.C([O+](CC)CC)C.[NH2:19][C:20]1[C:21]([NH:29][C@H:30]2[CH2:35][CH2:34][C@H:33]([CH2:36][OH:37])[CH2:32][CH2:31]2)=[C:22]2[S:28][CH:27]=[CH:26][C:23]2=[N:24][CH:25]=1>O1CCCC1.C(O)C>[OH:37][CH2:36][C@H:33]1[CH2:32][CH2:31][C@H:30]([N:29]2[C:21]3=[C:22]4[S:28][CH:27]=[CH:26][C:23]4=[N:24][CH:25]=[C:20]3[N:19]=[C:3]2[C@H:2]([OH:1])[CH3:6])[CH2:35][CH2:34]1 |f:1.2|. Procedure: A mixture of (2R)-2-hydroxypropanamide (42 mg, 0.48 mmol) and triethyloxonium tetrafluoroborate (85 mg, 0.45 mmol) in tetrahydrofuran (0.65 mL) was stirred at room temperature for 2 h. The solvent was removed, and the residue dissolved in ethanol (0.27 mL) and added to a suspension of {trans-4-[(6-aminothieno[3,2-b]pyridin-7-yl)amino]cyclohexyl}methanol (41 mg, 0.15 mmol) in ethanol (0.99 mL). The resulting mixture was stirred at 85° C. for 1 h. The solvent was removed and the residue was purifi... Reactants: C[C@H]1CC[C@H](CC1)N (cis-4-methyl-1-cyclohexanamine), ClC1=CC=C2C(=CC=NC2=C1)N1CCNCC1 (7-chloro-4-(piperazin-1-yl)quinoline), ClC(=O)OC1=CC=C(C=C1)[N+](=O)[O-] (4-nitrophenyl chloroformate), C(C)(C)N(CC)C(C)C (diisopropyl(ethyl)amine). The solvent is C(Cl)Cl.CO (CH2Cl2 MeOH). Yields the product ClC1=CC=C2C(=CC=NC2=C1)N1CCN(CC1)C(=O)N[C@@H]1CC[C@@H](CC1)C (4-(7-chloro-4-quinolinyl)-N-(cis-4-methylcyclohexyl)-1-piperazinecarboxamide). As a reaction SMILES: [CH3:1][C@@H:2]1[CH2:7][CH2:6][C@H:5]([NH2:8])[CH2:4][CH2:3]1.Cl[C:10](OC1C=CC([N+]([O-])=O)=CC=1)=[O:11].C(N(C(C)C)CC)(C)C.[Cl:31][C:32]1[CH:41]=[C:40]2[C:35]([C:36]([N:42]3[CH2:47][CH2:46][NH:45][CH2:44][CH2:43]3)=[CH:37][CH:38]=[N:39]2)=[CH:34][CH:33]=1>C(Cl)Cl.CO>[Cl:31][C:32]1[CH:41]=[C:40]2[C:35]([C:36]([N:42]3[CH2:47][CH2:46][N:45]([C:10]([NH:8][C@H:5]4[CH2:6][CH2:7][C@@H:2]([CH3:1])[CH2:3][CH2:4]4)=[O:11])[CH2:44][CH2:43]3)=[CH:37][CH:38]=[N:39]2)=[CH:34][CH:33]=1 |f:4.5|. Procedure: As described for example 78, cis-4-methyl-1-cyclohexanamine (170 mg, 1.5 mmol), 4-nitrophenyl chloroformate (302 mg, 1.5 mmol), diisopropyl(ethyl)amine (258 mg, 2 mmol), and 7-chloro-4-(piperazin-1-yl)quinoline (248 mg, 1 mmol) are reacted affording the title product after flash chromatography with CH2Cl2-MeOH. 1H NMR (DSMO-d6) δ 0.92 (d, 3H), 1.2 (m, 2H), 1.55–1.7 (m, 8H), 3.22 (m, 4H), 3.65 (m, 4H), 4.02 (br. s, 1H), 4.6 (m, 1H), 6.82 (d, 1H), 7.44 (d, 1H), 7.98 (d, 1H), 8.06 (s, 1), 8.78 (d, ... Starting materials: COC(=O)C1=NNC=C1 (pyrazole-3-carboxylic acid methyl ester), [H-].[Na+] (sodium hydride), ClC1=NOC(C1)(C(F)(F)F)C1=CC(=CC(=C1)Cl)Cl (3-Chloro-5-(3,5-dichloro-phenyl)-5-trifluoromethyl-4,5-dihydro-isoxazole), N1N=CC=C1 (pyrazole). Run in C(C)#N (acetonitrile), C(C)#N (acetonitrile). Reaction conditions: time 1 hour. Product: COC(=O)C1=NN(C=C1)C1=NOC(C1)(C(F)(F)F)C1=CC(=CC(=C1)Cl)Cl (1-[5-(3,5-Dichloro-phenyl)-5-trifluoromethyl-4,5-dihydro-isoxazol-3-yl]-1H-pyrazole-3-carboxylic acid methyl ester). Isolated yield 84.2%. As a reaction SMILES: [CH3:1][O:2][C:3]([C:5]1[CH:9]=[CH:8][NH:7][N:6]=1)=[O:4].[H-].[Na+].Cl[C:13]1[CH2:17][C:16]([C:22]2[CH:27]=[C:26]([Cl:28])[CH:25]=[C:24]([Cl:29])[CH:23]=2)([C:18]([F:21])([F:20])[F:19])[O:15][N:14]=1.N1C=CC=N1>C(#N)C>[CH3:1][O:2][C:3]([C:5]1[CH:9]=[CH:8][N:7]([C:13]2[CH2:17][C:16]([C:22]3[CH:27]=[C:26]([Cl:28])[CH:25]=[C:24]([Cl:29])[CH:23]=3)([C:18]([F:19])([F:20])[F:21])[O:15][N:14]=2)[N:6]=1)=[O:4] |f:1.2|. Procedure: To a solution of pyrazole-3-carboxylic acid methyl ester (504 mg) in acetonitrile (25 ml) under argon was added sodium hydride (160 mg). The reaction mixture was stirred at room temperature for 1 h. 15 mf of this solution was added dropwise to a solution of chloroisoxazoline of example 17.2 (630 mg) in acetonitrile (10 ml). It was then stirred at room temperature for 1 h; 10 ml of pyrazole solution was added again and the mixture was stirred for 1.5 hour. The reaction was quenched by adding wate... Reactants: O=C([O-])[O-], COc1cc2nc(Cl)c3cncn3c2cc1OC, Cc1cccc(Cl)c1O, [K+], [K+], NC(Cc1ccc(O)cc1)C(=O)O, CN(C)C=O, c1cnc2c(ccc3nc[nH]c32)n1. Product: COc1cc2nc(Oc3c(C)cccc3Cl)c3cncn3c2cc1OC. Reaction SMILES: [C:45](=[O:46])([O-:47])[O-:48].[Cl:1][c:2]1[c:3]2[n:4]([c:5]3[cH:6][c:7]([O:14][CH3:15])[c:8]([O:12][CH3:13])[cH:9][c:10]3[n:11]1)[cH:16][n:17][cH:18]2.[Cl:51][c:52]1[c:53]([OH:59])[c:54]([CH3:58])[cH:55][cH:56][cH:57]1.[K+:49].[K+:50].[NH2:32][CH:33]([C:34](=[O:35])[OH:36])[CH2:37][c:38]1[cH:39][cH:40][c:41]([OH:42])[cH:43][cH:44]1.[O:60]=[CH:61][N:62]([CH3:63])[CH3:64].[nH:19]1[c:20]2[c:21]3[n:22][cH:23][cH:24][n:25][c:26]3[cH:27][cH:28][c:29]2[n:30][cH:31]1>>[c:2]1([O:59][c:53]2[c:52]([Cl:51])[cH:57][cH:56][cH:55][c:54]2[CH3:58])[c:3]2[n:4]([c:5]3[cH:6][c:7]([O:14][CH3:15])[c:8]([O:12][CH3:13])[cH:9][c:10]3[n:11]1)[cH:16][n:17][cH:18]2.